From a dataset of the Open Reaction Database (ORD), a public repository of structured organic reaction records. describe an organic reaction: reactants, conditions, products, and yield Reactants: C=C1CC(=O)O1 (diketene), COC(CO)C1=CC=CC=C1 ((±)-2-methoxy-2-phenylethanol). Product: C(CC(=O)C)(=O)OCC(C1=CC=CC=C1)OC (2-methoxy-2-phenylethyl acetoacetate). Reaction SMILES: [CH2:1]=[C:2]1[O:6][C:4](=[O:5])[CH2:3]1.[CH3:7][O:8][CH:9]([C:12]1[CH:17]=[CH:16][CH:15]=[CH:14][CH:13]=1)[CH2:10][OH:11]>>[C:4]([O:11][CH2:10][CH:9]([O:8][CH3:7])[C:12]1[CH:17]=[CH:16][CH:15]=[CH:14][CH:13]=1)(=[O:5])[CH2:3][C:2]([CH3:1])=[O:6]. Procedure details: In a similar manner, diketene was reacted with (±)-2-methoxy-2-phenylethanol to obtain 2-methoxy-2-phenylethyl acetoacetate, BP 115°-120° C./0.2 mm. Reactants: FC(F)(F)Cc1nc2cc(Cl)c(Cl)cc2[nH]1, [H-], [Na+], CN(C)C=O, O=C(CBr)c1cc2ccccc2o1. The product is O=C(Cn1c(CC(F)(F)F)nc2cc(Cl)c(Cl)cc21)c1cc2ccccc2o1. Reaction SMILES: [Cl:1][c:2]1[cH:3][c:4]2[c:5]([nH:6][c:7]([CH2:9][C:10]([F:11])([F:12])[F:13])[n:8]2)[cH:14][c:15]1[Cl:16].[H-:17].[Na+:18].[O:32]=[CH:33][N:34]([CH3:35])[CH3:36].[o:19]1[c:20]([C:28]([CH2:29][Br:30])=[O:31])[cH:21][c:22]2[c:23]1[cH:24][cH:25][cH:26][cH:27]2>>[Cl:1][c:2]1[cH:3][c:4]2[c:5]([n:6][c:7]([CH2:9][C:10]([F:11])([F:12])[F:13])[n:8]2[CH2:29][C:28]([c:20]2[o:19][c:23]3[c:22]([cH:21]2)[cH:27][cH:26][cH:25][cH:24]3)=[O:31])[cH:14][c:15]1[Cl:16]. Reactants: ClC1=NC=CC(=N1)NC1CCC2(CCN(C2)C(=O)OC(C)(C)C)CC1 (tert-butyl 8-((2-chloropyrimidin-4-yl)amino)-2-azaspiro[4.5]decane-2-carboxylate), CN1N=CC(=C1)N (1-methyl-1H-pyrazol-4-amine), CCN(C(C)C)C(C)C (DIPEA). Solvent: CCCCO (n-BuOH). Conditions: temperature 150 celsius, time 16 hour. Yields the product CN1N=CC(=C1)NC1=NC=CC(=N1)NC1CCC2(CCN(C2)C(=O)OC(C)(C)C)CC1 (tert-butyl 8-((2-((1-methyl-1H-pyrazol-4-yl)amino)pyrimidin-4-yl)amino)-2-azaspiro[4.5]decane-2-carboxylate). Yield: 109.4%. As a reaction SMILES: Cl[C:2]1[N:7]=[C:6]([NH:8][CH:9]2[CH2:25][CH2:24][C:12]3([CH2:16][N:15]([C:17]([O:19][C:20]([CH3:23])([CH3:22])[CH3:21])=[O:18])[CH2:14][CH2:13]3)[CH2:11][CH2:10]2)[CH:5]=[CH:4][N:3]=1.[CH3:26][N:27]1[CH:31]=[C:30]([NH2:32])[CH:29]=[N:28]1.CCN(C(C)C)C(C)C>CCCCO>[CH3:26][N:27]1[CH:31]=[C:30]([NH:32][C:2]2[N:7]=[C:6]([NH:8][CH:9]3[CH2:10][CH2:11][C:12]4([CH2:16][N:15]([C:17]([O:19][C:20]([CH3:22])([CH3:21])[CH3:23])=[O:18])[CH2:14][CH2:13]4)[CH2:24][CH2:25]3)[CH:5]=[CH:4][N:3]=2)[CH:29]=[N:28]1. Procedure: To a solution of tert-butyl 8-((2-chloropyrimidin-4-yl)amino)-2-azaspiro[4.5]decane-2-carboxylate (0.4 g, 1.09 mmol) and 1-methyl-1H-pyrazol-4-amine (0.16 g, 1.64 mmol) in n-BuOH (5 mL) was added DIPEA (0.28 g, 2.18 mmol). The mixture was stirred at 150° C. for 16 h then concentrated in vacuo and the residue was purified by silica gel column chromatography (DCM/MeOH (v/v)=10/1) to give the product as a red solid (0.51 g, 98%). The reactants are CC(=O)Oc1ccc(C(=O)Cl)cc1, CCCCCCCCc1ccc(O)c(N)c1, C1COCCO1, O, c1ccncc1. Yields the product CCCCCCCCc1ccc(O)c(NC(=O)c2ccc(OC(C)=O)cc2)c1. As a reaction SMILES: [C:1]([CH3:2])(=[O:3])[O:4][c:5]1[cH:6][cH:7][c:8]([C:9](=[O:10])[Cl:11])[cH:12][cH:13]1.[NH2:14][c:15]1[c:16]([OH:29])[cH:17][cH:18][c:19]([CH2:21][CH2:22][CH2:23][CH2:24][CH2:25][CH2:26][CH2:27][CH3:28])[cH:20]1.[O:30]1[CH2:31][CH2:32][O:33][CH2:34][CH2:35]1.[OH2:42].[cH:36]1[cH:37][cH:38][n:39][cH:40][cH:41]1>>[C:1]([CH3:2])(=[O:3])[O:4][c:5]1[cH:6][cH:7][c:8]([C:9](=[O:10])[NH:14][c:15]2[c:16]([OH:29])[cH:17][cH:18][c:19]([CH2:21][CH2:22][CH2:23][CH2:24][CH2:25][CH2:26][CH2:27][CH3:28])[cH:20]2)[cH:12][cH:13]1. Reactants: C1CCOC1, Oc1ccc(F)cc1, CCOC(=O)N=NC(=O)OCC, COC1=C(OC)C(=O)C2=C(CCC(CCO)CC2)C1=O, c1ccc(P(c2ccccc2)c2ccccc2)cc1. Yields the product COC1=C(OC)C(=O)C2=C(CCC(CCOc3ccc(F)cc3)CC2)C1=O. As a reaction SMILES: [CH2:60]1[O:61][CH2:62][CH2:63][CH2:64]1.[F:21][c:22]1[cH:23][cH:24][c:25]([OH:28])[cH:26][cH:27]1.[O:48]=[C:49]([O:50][CH2:51][CH3:52])[N:53]=[N:54][C:55]([O:56][CH2:57][CH3:58])=[O:59].[OH:1][CH2:2][CH2:3][CH:4]1[CH2:5][CH2:6][C:7]2=[C:8]([CH2:9][CH2:10]1)[C:11](=[O:20])[C:12]([O:18][CH3:19])=[C:13]([O:16][CH3:17])[C:14]2=[O:15].[c:29]1([P:30]([c:31]2[cH:32][cH:33][cH:34][cH:35][cH:36]2)[c:37]2[cH:38][cH:39][cH:40][cH:41][cH:42]2)[cH:43][cH:44][cH:45][cH:46][cH:47]1>>[O:1]([CH2:2][CH2:3][CH:4]1[CH2:5][CH2:6][C:7]2=[C:8]([CH2:9][CH2:10]1)[C:11](=[O:20])[C:12]([O:18][CH3:19])=[C:13]([O:16][CH3:17])[C:14]2=[O:15])[c:25]1[cH:24][cH:23][c:22]([F:21])[cH:27][cH:26]1. The reactants are CO, CC1(C)OCC(CN2CCN(C(=O)C=Cc3ccc(Cl)c(Cl)c3)CCC2=O)O1, O. Yields the product O=C(C=Cc1ccc(Cl)c(Cl)c1)N1CCC(=O)N(CC(O)CO)CC1. As a reaction SMILES: [CH3:29][OH:30].[Cl:1][c:2]1[cH:3][c:4]([CH:9]=[CH:10][C:11](=[O:12])[N:13]2[CH2:14][CH2:15][N:16]([CH2:21][CH:22]3[O:23][C:24]([CH3:27])([CH3:28])[O:25][CH2:26]3)[C:17](=[O:20])[CH2:18][CH2:19]2)[cH:5][cH:6][c:7]1[Cl:8].[OH2:31]>>[Cl:1][c:2]1[cH:3][c:4]([CH:9]=[CH:10][C:11](=[O:12])[N:13]2[CH2:14][CH2:15][N:16]([CH2:21][CH:22]([OH:23])[CH2:26][OH:25])[C:17](=[O:20])[CH2:18][CH2:19]2)[cH:5][cH:6][c:7]1[Cl:8].